Task: describe an organic reaction: reactants, conditions, products, and yield. Dataset: the Open Reaction Database (ORD), a public repository of structured organic reaction records Reactants: ClC1=C2C=C(N(C2=CC(=C1)OC1=CC=C(C=C1)CN(C)C)C)C(=O)OCC (ethyl 4-chloro-6-[4-(dimethylaminomethyl)phenoxy]-1-methyl-2-indolecarboxylate), Cl.NC(=N)N (guanidine hydrochloride), C[O-].[Na+] (sodium methoxide). Run in CO (methanol). Yields the product Cl.Cl.ClC1=C2C=C(NC2=CC(=C1)OC1=CC=C(C=C1)CN(C)C)C(=O)N=C(NC)N (4-chloro-6-[4-(dimethylaminomethyl)phenoxy]-1-methyl-2-indoloylguanidine dihydrochloride). The yield is 129.7%. As a reaction SMILES: [Cl:1][C:2]1[CH:10]=[C:9]([O:11][C:12]2[CH:17]=[CH:16][C:15]([CH2:18][N:19]([CH3:21])[CH3:20])=[CH:14][CH:13]=2)[CH:8]=[C:7]2[C:3]=1[CH:4]=[C:5]([C:23](OCC)=[O:24])[N:6]2C.[ClH:28].[NH2:29][C:30]([NH2:32])=[NH:31].[CH3:33][O-].[Na+]>CO>[ClH:1].[ClH:28].[Cl:1][C:2]1[CH:10]=[C:9]([O:11][C:12]2[CH:13]=[CH:14][C:15]([CH2:18][N:19]([CH3:21])[CH3:20])=[CH:16][CH:17]=2)[CH:8]=[C:7]2[C:3]=1[CH:4]=[C:5]([C:23]([N:31]=[C:30]([NH2:32])[NH:29][CH3:33])=[O:24])[NH:6]2 |f:1.2,3.4,6.7.8|. Procedure: The reaction was carried out in a manner similar to Example 186 b) except for using 0.29 g (0.75 mmol) of ethyl 4-chloro-6-[4-(dimethylaminomethyl)phenoxy]-1-methyl-2-indolecarboxylate, 1.43 g (15.0 mmol) of guanidine hydrochloride, 0.81 g (15.0 mmol) of sodium methoxide and 30 ml of methanol. Thus, 0.23 g (66.0%) of 4-chloro-6-[4-(dimethylaminomethyl)phenoxy]-1-methyl-2-indoloylguanidine dihydrochloride was obtained. The reactants are CCCc1noc2ccc(C(=O)OC)cc12, CO, [Li+], C1CCOC1, [OH-], O. Yields the product CCCc1noc2ccc(C(=O)O)cc12. RXN SMILES: [CH2:1]([CH2:2][CH3:3])[c:4]1[n:5][o:6][c:7]2[c:8]1[cH:9][c:10]([C:13](=[O:14])[O:15][CH3:16])[cH:11][cH:12]2.[CH3:25][OH:26].[Li+:23].[O:17]1[CH2:18][CH2:19][CH2:20][CH2:21]1.[OH-:24].[OH2:22]>>[CH2:1]([CH2:2][CH3:3])[c:4]1[n:5][o:6][c:7]2[c:8]1[cH:9][c:10]([C:13](=[O:14])[OH:15])[cH:11][cH:12]2. Reactants: O=C[C@H](O)[C@@H](O)[C@H](O)[C@H](O)CO (D-glucose), C(CCCC)N (n-pentylamine), ClCCN=C=O (2-chloroethyl isocyanate). Yields the product ClCCNC(=O)N(C1[C@H](O)[C@@H](O)[C@H](O)[C@H](O1)CO)CCCCC (1-(2-chloroethyl)-3-n-pentyl-3-D-glucopyranosylurea). Yield: 91.7%. RXN SMILES: O=[CH:2][C@@H:3]([C@H:5]([C@@H:7]([C@@H:9]([CH2:11][OH:12])[OH:10])[OH:8])[OH:6])[OH:4].[CH2:13]([NH2:18])[CH2:14][CH2:15][CH2:16][CH3:17].[Cl:19][CH2:20][CH2:21][N:22]=[C:23]=[O:24]>>[Cl:19][CH2:20][CH2:21][NH:22][C:23]([N:18]([CH2:13][CH2:14][CH2:15][CH2:16][CH3:17])[CH:2]1[O:10][C@H:9]([CH2:11][OH:12])[C@@H:7]([OH:8])[C@H:5]([OH:6])[C@H:3]1[OH:4])=[O:24]. Procedure: 3.6 g of D-glucose, 2.1 g of n-pentylamine and 2.5 g of 2-chloroethyl isocyanate are treated in the same manner as described in Example 5-(1). 6.5 g of 1-(2-chloroethyl)-3-n-pentyl-3-D-glucopyranosylurea are thereby obtained as brownish caramel.